From a dataset of the Open Reaction Database (ORD), a public repository of structured organic reaction records. describe an organic reaction: reactants, conditions, products, and yield Reactants: CC1=NN2C(N=C(C(=C2)C2=CC=CC=C2)C2=CC=C(C=C2)CN2CCC(CC2)C2=NNC(=N2)C2=NC=CC=C2)=N1 (2-Methyl-6-phenyl-5-(4-{[4-(5-pyridin-2-yl-1,2,4-triazol-3-yl)piperidin-1-yl]methyl}phenyl)[1,2,4]triazolo[1,5-a]pyrimidine), Cl (hydrochloric acid). Solvent: CO (methanol). Run at time 1 hour. The product is Cl.CC1=NN2C(N=C(C(=C2)C2=CC=CC=C2)C2=CC=C(C=C2)CN2CCC(CC2)C2=NNC(=N2)C2=NC=CC=C2)=N1 (2-Methyl-6-phenyl-5-(4-{[4-(5-pyridin-2-yl-1H-1,2,4-triazol-3-yl)piperidin-1-yl]methyl}phenyl)[1,2,4]triazolo[1,5-a]pyrimidine hydrochloride). Reaction SMILES: [CH3:1][C:2]1[N:40]=[C:5]2[N:6]=[C:7]([C:16]3[CH:21]=[CH:20][C:19]([CH2:22][N:23]4[CH2:28][CH2:27][CH:26]([C:29]5[N:33]=[C:32]([C:34]6[CH:39]=[CH:38][CH:37]=[CH:36][N:35]=6)[NH:31][N:30]=5)[CH2:25][CH2:24]4)=[CH:18][CH:17]=3)[C:8]([C:10]3[CH:15]=[CH:14][CH:13]=[CH:12][CH:11]=3)=[CH:9][N:4]2[N:3]=1.[ClH:41]>CO>[ClH:41].[CH3:1][C:2]1[N:40]=[C:5]2[N:6]=[C:7]([C:16]3[CH:17]=[CH:18][C:19]([CH2:22][N:23]4[CH2:24][CH2:25][CH:26]([C:29]5[N:33]=[C:32]([C:34]6[CH:39]=[CH:38][CH:37]=[CH:36][N:35]=6)[NH:31][N:30]=5)[CH2:27][CH2:28]4)=[CH:20][CH:21]=3)[C:8]([C:10]3[CH:15]=[CH:14][CH:13]=[CH:12][CH:11]=3)=[CH:9][N:4]2[N:3]=1 |f:3.4|. Procedure: To 8.79 g 2-methyl-6-phenyl-5-(4-{[4-(5-pyridin-2-yl-1H-1,2,4-triazol-3-yl)piperidin-1-yl]methyl}phenyl)[1,2,4]triazolo[1,5-a]pyrimidine (prepared as described under example 37) in 88 ml methanol are added 2.85 ml hydrochloric acid solution (5.84N in methanol). The mixture is stirred at room temperature for 1 h. The solvent is removed to yield the desired product.